Dataset: the Open Reaction Database (ORD), a public repository of structured organic reaction records. Task: describe an organic reaction: reactants, conditions, products, and yield Starting materials: CCOC(=O)C(CCC1(CCO[Si](c2ccccc2)(c2ccccc2)C(C)(C)C)CCCCC1)(C(=O)OCC)C(=O)OCC, CO, Cl, O. The product is CCOC(=O)C(CCC1(CCO)CCCCC1)(C(=O)OCC)C(=O)OCC. Reaction SMILES: [C:1]([Si:2]([c:3]1[cH:4][cH:5][cH:33][cH:34][cH:35]1)([O:6][CH2:7][CH2:8][C:9]1([CH2:15][CH2:16][C:17]([C:18](=[O:19])[O:20][CH2:21][CH3:22])([C:23](=[O:24])[O:25][CH2:26][CH3:27])[C:28](=[O:29])[O:30][CH2:31][CH3:32])[CH2:10][CH2:11][CH2:12][CH2:13][CH2:14]1)[c:36]1[cH:37][cH:38][cH:39][cH:40][cH:41]1)([CH3:42])([CH3:43])[CH3:44].[CH3:47][OH:48].[ClH:45].[OH2:46]>>[OH:6][CH2:7][CH2:8][C:9]1([CH2:15][CH2:16][C:17]([C:18](=[O:19])[O:20][CH2:21][CH3:22])([C:23](=[O:24])[O:25][CH2:26][CH3:27])[C:28](=[O:29])[O:30][CH2:31][CH3:32])[CH2:10][CH2:11][CH2:12][CH2:13][CH2:14]1.